Dataset: the Open Reaction Database (ORD), a public repository of structured organic reaction records. Task: describe an organic reaction: reactants, conditions, products, and yield The reactants are FC1=CC=C(COC=2C=C3CCNCC3=CC2)C=C1 (6-(4-fluoro-benzyloxy)-1,2,3,4-tetrahydro-isoquinoline), C(C)(C)OC1=C(C(=O)O)C=C(C=C1)S(=O)(=O)C (2-isopropoxy-5-methanesulfonyl-benzoic acid). Yields the product FC1=CC=C(COC=2C=C3CCN(CC3=CC2)C(=O)C2=C(C=CC(=C2)S(=O)(=O)C)OC(C)C)C=C1 ([6-(4-Fluoro-benzyloxy)-3,4-dihydro-1H-isoquinolin-2-yl]-(2-isopropoxy-5-methanesulfonyl-phenyl)-methanone). As a reaction SMILES: [F:1][C:2]1[CH:19]=[CH:18][C:5]([CH2:6][O:7][C:8]2[CH:9]=[C:10]3[C:15](=[CH:16][CH:17]=2)[CH2:14][NH:13][CH2:12][CH2:11]3)=[CH:4][CH:3]=1.[CH:20]([O:23][C:24]1[CH:32]=[CH:31][C:30]([S:33]([CH3:36])(=[O:35])=[O:34])=[CH:29][C:25]=1[C:26](O)=[O:27])([CH3:22])[CH3:21]>>[F:1][C:2]1[CH:3]=[CH:4][C:5]([CH2:6][O:7][C:8]2[CH:9]=[C:10]3[C:15](=[CH:16][CH:17]=2)[CH2:14][N:13]([C:26]([C:25]2[CH:29]=[C:30]([S:33]([CH3:36])(=[O:35])=[O:34])[CH:31]=[CH:32][C:24]=2[O:23][CH:20]([CH3:22])[CH3:21])=[O:27])[CH2:12][CH2:11]3)=[CH:18][CH:19]=1. Procedure details: Prepared in analogy to example 1.1 from 6-(4-fluoro-benzyloxy)-1,2,3,4-tetrahydro-isoquinoline (CA [620606-78-2]) and 2-isopropoxy-5-methanesulfonyl-benzoic acid (Example 2.1). MS (m/e): 498.4 (M+H+). The reactants are [Li]CCCC, CCCC[Sn](Cl)(CCCC)CCCC, CCCCCC, CCOC(C)=O, C1CCOC1, c1csc(C2OCCO2)c1. Product: CCCC[Sn](CCCC)(CCCC)c1ccc(C2OCCO2)s1. RXN SMILES: [CH2:11]([Li:12])[CH2:13][CH2:14][CH3:15].[CH2:22]([CH2:23][CH2:24][CH3:25])[Sn:26]([CH2:27][CH2:28][CH2:29][CH3:30])([CH2:31][CH2:32][CH2:33][CH3:34])[Cl:35].[CH3:16][CH2:17][CH2:18][CH2:19][CH2:20][CH3:21].[CH3:41][CH2:42][O:43][C:44](=[O:45])[CH3:46].[O:36]1[CH2:37][CH2:38][CH2:39][CH2:40]1.[s:1]1[c:2]([CH:6]2[O:7][CH2:8][CH2:9][O:10]2)[cH:3][cH:4][cH:5]1>>[s:1]1[c:2]([CH:6]2[O:7][CH2:8][CH2:9][O:10]2)[cH:3][cH:4][c:5]1[Sn:26]([CH2:22][CH2:23][CH2:24][CH3:25])([CH2:27][CH2:28][CH2:29][CH3:30])[CH2:31][CH2:32][CH2:33][CH3:34]. The reactants are O1C(COC2=CC=CC=3C(C4=CC=CC=C4C23)=O)C1 (4-(2,3-epoxypropoxy)-9-fluorenone), CC1(NC(CC1)(C)C)C (2,2,5,5-tetramethylpyrrolidine). Solvent: O1CCOCC1 (dioxane). Product: OC(COC1=CC=CC=2C(C3=CC=CC=C3C12)=O)CN1C(CCC1(C)C)(C)C (4-[2-hydroxy-3-(2,2,5,5-tetramethyl-1-pyrrolidinyl)propoxy]-9-fluorenone). RXN SMILES: [O:1]1[CH2:19][CH:2]1[CH2:3][O:4][C:5]1[C:17]2[C:16]3[C:11](=[CH:12][CH:13]=[CH:14][CH:15]=3)[C:10](=[O:18])[C:9]=2[CH:8]=[CH:7][CH:6]=1.[CH3:20][C:21]1([CH3:28])[CH2:25][CH2:24][C:23]([CH3:27])([CH3:26])[NH:22]1>O1CCOCC1>[OH:1][CH:2]([CH2:19][N:22]1[C:23]([CH3:27])([CH3:26])[CH2:24][CH2:25][C:21]1([CH3:28])[CH3:20])[CH2:3][O:4][C:5]1[C:17]2[C:16]3[C:11](=[CH:12][CH:13]=[CH:14][CH:15]=3)[C:10](=[O:18])[C:9]=2[CH:8]=[CH:7][CH:6]=1. Procedure details: 4 g of 4-(2,3-epoxypropoxy)-9-fluorenone are heated to 150° in an autoclave for 15 hours together with 4 g of 2,2,5,5-tetramethylpyrrolidine in 30 cc of dioxane. After cooling, the reaction mixture is concentrated by evaporation. The residue is taken up in ether and extracted with 2 N hydrochloric acid. The aqueous solution is made alkaline and thoroughly extracted with methylene chloride. The methylene chloride phase is concentrated by evaporation and the residue is crystallized from ethyl acet... Reactants: C1(=CC=CC2=CC=CC=C12)OCCCCCCCCNC1=CC=CC=C1 (1-(1-naphthyloxy)-8-(phenylamino)octane), N#CBr (cyanogen bromide). The solvent is C1=CC=CC=C1 (benzene). The product is C1(=CC=CC2=CC=CC=C12)OCCCCCCCCN(C#N)C1=CC=CC=C1 (1-(1-naphthyloxy)-8-(phenylcyanoamino)octane). RXN SMILES: [C:1]1([O:11][CH2:12][CH2:13][CH2:14][CH2:15][CH2:16][CH2:17][CH2:18][CH2:19][NH:20][C:21]2[CH:26]=[CH:25][CH:24]=[CH:23][CH:22]=2)[C:10]2[C:5](=[CH:6][CH:7]=[CH:8][CH:9]=2)[CH:4]=[CH:3][CH:2]=1.[N:27]#[C:28]Br>C1C=CC=CC=1>[C:1]1([O:11][CH2:12][CH2:13][CH2:14][CH2:15][CH2:16][CH2:17][CH2:18][CH2:19][N:20]([C:21]2[CH:26]=[CH:25][CH:24]=[CH:23][CH:22]=2)[C:28]#[N:27])[C:10]2[C:5](=[CH:6][CH:7]=[CH:8][CH:9]=2)[CH:4]=[CH:3][CH:2]=1. Reported procedure: 4.5 g of 1-(1-naphthyloxy)-8-(phenylamino)octane and 1.4 g of cyanogen bromide were heated in 150 ml of benzene at 55° for 2 hours. The benzene was then evaporated from the solution, affording 1-(1-naphthyloxy)-8-(phenylcyanoamino)octane which was employed in Step B (below) without further purification. Reactants: CC(=O)NCc1cc([N+](=O)[O-])ccc1C, CN(C)C=O, O=P(Cl)(Cl)Cl, Cc1ccccc1C. Product: Cc1ccc([N+](=O)[O-])cc1CCl. As a reaction SMILES: [CH3:1][c:2]1[c:3]([CH2:4][NH:5][C:6](=[O:7])[CH3:8])[cH:9][c:10]([N+:13](=[O:14])[O-:15])[cH:11][cH:12]1.[CH3:21][N:22]([CH3:23])[CH:24]=[O:25].[P:16]([Cl:17])([Cl:18])([Cl:19])=[O:20].[c:26]1([CH3:27])[c:28]([CH3:29])[cH:30][cH:31][cH:32][cH:33]1>>[CH3:1][c:2]1[c:3]([CH2:4][Cl:18])[cH:9][c:10]([N+:13](=[O:14])[O-:15])[cH:11][cH:12]1. The product is FC=1C=C(C=CC1F)C=C(CC(=O)OCC1=CC=CC=C1)C(C)=O (BENZYL 3-[(3,4-DIFLUOROPHENYL)METHYLENE]-4-OXOPENTANOATE). Reagents/catalysts: N1CCCCC1 (piperidine), C(C)(=O)O (acetic acid). Reactants: C(CC)(=O)CC(=O)OCC1=CC=CC=C1 (benzyl propionylacetate), FC=1C=C(C=O)C=CC1F (3,4-difluorobenzaldehyde), O (water). Procedure details: A solution of benzyl propionylacetate (36.3 g, 176 mmol), 3,4-difluorobenzaldehyde (25.0 g, 176 mmol), piperidine (0.86 mL, 9.0 mmol) and acetic acid (0.49 mL, 9.0 mmol) was refluxed with removal of water using a Dean-Stark apparatus for 5 h. The solvent was removed in vacuo and the residue was dissolved in EtOAc. The reaction mixture was washed with water (100 mL), followed by brine (100 mL) and dried over anhydrous Na2SO4. The solvent was evaporated, giving a pale yellow syrup (60.2 g). The pr... As a reaction SMILES: [C:1]([CH2:5][C:6]([O:8][CH2:9][C:10]1[CH:15]=[CH:14][CH:13]=[CH:12][CH:11]=1)=[O:7])(=O)[CH2:2][CH3:3].[F:16][C:17]1[CH:18]=[C:19]([CH:22]=[CH:23][C:24]=1[F:25])[CH:20]=O.[OH2:26]>N1CCCCC1.C(O)(=O)C>[F:16][C:17]1[CH:18]=[C:19]([CH:20]=[C:1]([C:2](=[O:26])[CH3:3])[CH2:5][C:6]([O:8][CH2:9][C:10]2[CH:15]=[CH:14][CH:13]=[CH:12][CH:11]=2)=[O:7])[CH:22]=[CH:23][C:24]=1[F:25]. Reactants: C=C (ethylene), Methyl aluminoxane, [H][H] (hydrogen), C=CC (propylene), C=CCC (1-butene). Reagents/catalysts: [Cl-].[Cl-].C(C)(C)C1(C=CC=C1)[Zr+2]C1(C=CC=C1)C(C)C (bis(isopropylcyclopentadienyl)zirconium dichloride). Solvent: C1(=CC=CC=C1)C (toluene), C1(=CC=CC=C1)C (toluene), C1(=CC=CC=C1)C (toluene). Run at time 3 hour. The product is C=C.C=CC.C=CCC (Ethylene/Propylene 1-Butene). RXN SMILES: C=C.[CH2:3]=[CH:4]C.[CH2:6]=[CH:7][CH2:8][CH3:9].[H][H]>C1(C)C=CC=CC=1.[Cl-].[Cl-].C(C1([Zr+2]C2(C(C)C)C=CC=C2)C=CC=C1)(C)C>[CH2:3]=[CH2:4].[CH2:6]=[CH:7][CH3:8].[CH2:6]=[CH:7][CH2:8][CH3:9] |f:5.6.7,8.9.10|. Procedure: This experiment was carried out in a similar manner as Example 1, except that the reaction was a batch reaction. A 1-liter autoclave reactor was thoroughly apurged with nitrogen and then charged with 300 ml of dried toluene. Through the mass flow controller, ethylene, propylene. 1-butene and hydrogen were fed into the reactor at a ratio of 4000 cc/min, 3600 cc/min, 400 cc/min, and 400 cc/min, respectively. Methyl aluminoxane in toluene solution, 46.9 mg-atom, as aluminum atom, and 0.015 mg-atom,... Reactants: C1N(CCC12NCCC2)C(=O)OC(C)(C)C (tert-butyl 2,6-diazaspiro[4.4]nonane-2-carboxylate), BrC=1C=NC=CC1 (3-bromopyridine), CC(C)([O-])C.[K+] (potassium tert-butoxide), C1(=CC=CC=C1)P(C1=C(C2=CC=CC=C2C=C1)C1=C(C=CC2=CC=CC=C12)P(C1=CC=CC=C1)C1=CC=CC=C1)C1=CC=CC=C1 (2,2′-bis(diphenylphosphino)-1,1′-binaphthyl), C1N(CCC12NCCC2)C(=O)OC(C)(C)C (tert-butyl 2,6-diazaspiro[4.4]nonane-2-carboxylate). The reagents and catalysts are C=1C=CC(=CC1)/C=C/C(=O)/C=C/C2=CC=CC=C2.C=1C=CC(=CC1)/C=C/C(=O)/C=C/C2=CC=CC=C2.C=1C=CC(=CC1)/C=C/C(=O)/C=C/C2=CC=CC=C2.[Pd].[Pd] (tris(dibenzylideneacetone)dipalladium(0)). Solvent: C1(=CC=CC=C1)C (toluene), O (Water). Reaction conditions: temperature 180 celsius, time 8 hour. Yields the product N1=CC(=CC=C1)N1C2(CCN(C2)C(=O)OC(C)(C)C)CCC1 (tert-Butyl 6-(3-pyridyl)-2,6-diazaspiro[4.4]nonane-2-carboxylate). Reaction SMILES: [CH2:1]1[C:5]2([CH2:9][CH2:8][CH2:7][NH:6]2)[CH2:4][CH2:3][N:2]1[C:10]([O:12][C:13]([CH3:16])([CH3:15])[CH3:14])=[O:11].Br[C:18]1[CH:19]=[N:20][CH:21]=[CH:22][CH:23]=1.CC(C)([O-])C.[K+].C1(P(C2C=CC=CC=2)C2C=CC3C(=CC=CC=3)C=2C2C3C(=CC=CC=3)C=CC=2P(C2C=CC=CC=2)C2C=CC=CC=2)C=CC=CC=1>C1C=CC(/C=C/C(/C=C/C2C=CC=CC=2)=O)=CC=1.C1C=CC(/C=C/C(/C=C/C2C=CC=CC=2)=O)=CC=1.C1C=CC(/C=C/C(/C=C/C2C=CC=CC=2)=O)=CC=1.[Pd].[Pd].O.C1(C)C=CC=CC=1>[N:20]1[CH:21]=[CH:22][CH:23]=[C:18]([N:6]2[CH2:7][CH2:8][CH2:9][C:5]32[CH2:1][N:2]([C:10]([O:12][C:13]([CH3:16])([CH3:15])[CH3:14])=[O:11])[CH2:3][CH2:4]3)[CH:19]=1 |f:2.3,5.6.7.8.9|. Procedure: A mixture of tert-butyl 2,6-diazaspiro[4.4]nonane-2-carboxylate (1.00 g, ˜4.4 mmol), 3-bromopyridine (0.736 g, 4.66 mmol), potassium tert-butoxide (1.22 g, 10.9 mmol), tris(dibenzylideneacetone)dipalladium(0) (0.155 g, 0.169 mmol), 2,2′-bis(diphenylphosphino)-1,1′-binaphthyl (0.158 g, 0.254 mmol) and dry toluene (25 mL) was placed in a pressure tube under argon. The mixture was stirred and heated at 180° C. (bath temperature) for 8 h and cooled. Thin layer analysis indicated that very little con...